Dataset: the Open Reaction Database (ORD), a public repository of structured organic reaction records. Task: describe an organic reaction: reactants, conditions, products, and yield Starting materials: C(C1=CC=CC=C1)(C1=CC=CC=C1)OC(=O)C1(CC1)O\N=C(/C(=O)N[C@H]1[C@H](N(C1=O)S(=O)(=O)O)CN1N=CC(=N1)CN(C(=NC(=O)OC(C)(C)C)NC(=O)OC(C)(C)C)CCCNC(=O)OC(C)(C)C)\C=1N=C(SC1)NC(=O)OC(C)(C)C ((2R,3S)-3-((Z)-2-((1-((benzhydryloxy)carbonyl)cyclopropoxy)imino)-2-(2-((tert-butoxycarbonyl)amino)thiazol-4-yl)acetamido)-2-((4-((2,3-bis(tert-butoxycarbonyl)-1-(3-((tert-butoxycarbonyl)amino)propyl)guanidino)methyl)-2H-1,2,3-triazol-2-yl)methyl)-4-oxoazetidine-1-sulfonic acid), C(=O)(C(F)(F)F)O (TFA). Solvent: C(Cl)Cl (DCM). The product is NCCCN(C(=N)N)CC1=NN(N=C1)C[C@H]1N(C([C@H]1NC(\C(\C=1N=C(SC1)N)=N/OC1(CC1)C(=O)O)=O)=O)S(=O)(=O)O (1-(((Z)-(2-(((2R,3S)-2-((4-((1-(3-aminopropyl)guanidino)methyl)-2H-1,2,3-triazol-2-yl)methyl)-4-oxo-1-sulfoazetidin-3-yl)amino)-1-(2-aminothiazol-4-yl)-2-oxoethylidene)amino)oxy)cyclopropanecarboxylic acid). The yield is 8.2%. Reaction SMILES: C([O:14][C:15]([C:17]1([O:20]/[N:21]=[C:22](/[C:71]2[N:72]=[C:73]([NH:76]C(OC(C)(C)C)=O)[S:74][CH:75]=2)\[C:23]([NH:25][C@@H:26]2[C:29](=[O:30])[N:28]([S:31]([OH:34])(=[O:33])=[O:32])[C@@H:27]2[CH2:35][N:36]2[N:40]=[C:39]([CH2:41][N:42]([CH2:60][CH2:61][CH2:62][NH:63]C(OC(C)(C)C)=O)[C:43]([NH:52]C(OC(C)(C)C)=O)=[N:44]C(OC(C)(C)C)=O)[CH:38]=[N:37]2)=[O:24])[CH2:19][CH2:18]1)=[O:16])(C1C=CC=CC=1)C1C=CC=CC=1.C(O)(C(F)(F)F)=O>C(Cl)Cl>[NH2:63][CH2:62][CH2:61][CH2:60][N:42]([CH2:41][C:39]1[CH:38]=[N:37][N:36]([CH2:35][C@@H:27]2[C@H:26]([NH:25][C:23](=[O:24])/[C:22](=[N:21]\[O:20][C:17]3([C:15]([OH:16])=[O:14])[CH2:19][CH2:18]3)/[C:71]3[N:72]=[C:73]([NH2:76])[S:74][CH:75]=3)[C:29](=[O:30])[N:28]2[S:31]([OH:34])(=[O:32])=[O:33])[N:40]=1)[C:43]([NH2:52])=[NH:44]. Procedure: Followed the general procedure for the acid mediated deprotection using (2R,3S)-3-((Z)-2-((1-((benzhydryloxy)carbonyl)cyclopropoxy)imino)-2-(2-((tert-butoxycarbonyl)amino)thiazol-4-yl)acetamido)-2-((4-((2,3-bis(tert-butoxycarbonyl)-1-(3-((tert-butoxycarbonyl)amino)propyl)guanidino)methyl)-2H-1,2,3-triazol-2-yl)methyl)-4-oxoazetidine-1-sulfonic acid (118 mg, 99 μmol), DCM (2 mL) and TFA (2.0 mL, 26 mmol). The crude residue was purified via reverse phase prep HPLC (XSelect CSH, 30×100 mm, 5 μm, C1... The reactants are [BH4-], CO, I, [Na+], C1CCOC1, O=CNCCCc1ccccc1. Yields the product CNCCCc1ccccc1. As a reaction SMILES: [BH4-:13].[CH3:16][OH:17].[I:15].[Na+:14].[O:18]1[CH2:19][CH2:20][CH2:21][CH2:22]1.[c:1]1([CH2:7][CH2:8][CH2:9][NH:10][CH:11]=[O:12])[cH:2][cH:3][cH:4][cH:5][cH:6]1>>[c:1]1([CH2:7][CH2:8][CH2:9][NH:10][CH3:11])[cH:2][cH:3][cH:4][cH:5][cH:6]1. The reactants are CCOC(=O)C1CCN(c2ccc(Nc3nc(Nc4ccc5c(c4)C(C)(C)CCC(=O)N5)ncc3Cl)c(-n3cccn3)c2)CC1, CO, Cl, O=C(O)C(F)(F)F, [Li+], [OH-], O. Product: CC1(C)CCC(=O)Nc2ccc(Nc3ncc(Cl)c(Nc4ccc(N5CCC(C(=O)O)CC5)cc4-n4cccn4)n3)cc21. Reaction SMILES: [CH2:3]([CH3:4])[O:5][C:6](=[O:7])[CH:8]1[CH2:9][CH2:10][N:11]([c:14]2[cH:15][c:16](-[n:43]3[n:44][cH:45][cH:46][cH:47]3)[c:17]([NH:20][c:21]3[n:22][c:23]([NH:28][c:29]4[cH:30][cH:31][c:32]5[c:33]([cH:42]4)[C:34]([CH3:40])([CH3:41])[CH2:35][CH2:36][C:37](=[O:39])[NH:38]5)[n:24][cH:25][c:26]3[Cl:27])[cH:18][cH:19]2)[CH2:12][CH2:13]1.[CH3:57][OH:58].[ClH:55].[F:48][C:49]([F:50])([F:51])[C:52]([OH:53])=[O:54].[Li+:1].[OH-:2].[OH2:56]>>[O:5]=[C:6]([OH:7])[CH:8]1[CH2:9][CH2:10][N:11]([c:14]2[cH:15][c:16](-[n:43]3[n:44][cH:45][cH:46][cH:47]3)[c:17]([NH:20][c:21]3[n:22][c:23]([NH:28][c:29]4[cH:30][cH:31][c:32]5[c:33]([cH:42]4)[C:34]([CH3:40])([CH3:41])[CH2:35][CH2:36][C:37](=[O:39])[NH:38]5)[n:24][cH:25][c:26]3[Cl:27])[cH:18][cH:19]2)[CH2:12][CH2:13]1.